From a dataset of the Open Reaction Database (ORD), a public repository of structured organic reaction records. describe an organic reaction: reactants, conditions, products, and yield The reactants are CN(C)C=O, CCN(C(C)C)C(C)C, Cl, Cl, O=[N+]([O-])c1ccc(OCC(F)(F)F)cc1F, NC1CCN(C2CCOCC2)CC1. The product is O=[N+]([O-])c1ccc(OCC(F)(F)F)cc1NC1CCN(C2CCOCC2)CC1. As a reaction SMILES: [CH3:41][N:42]([CH3:43])[CH:44]=[O:45].[CH:16]([N:17]([CH2:18][CH3:19])[CH:20]([CH3:21])[CH3:22])([CH3:23])[CH3:24].[ClH:1].[ClH:2].[F:25][c:26]1[c:27]([N+:38](=[O:39])[O-:40])[cH:28][cH:29][c:30]([O:32][CH2:33][C:34]([F:35])([F:36])[F:37])[cH:31]1.[O:3]1[CH2:4][CH2:5][CH:6]([N:9]2[CH2:10][CH2:11][CH:12]([NH2:15])[CH2:13][CH2:14]2)[CH2:7][CH2:8]1>>[O:3]1[CH2:4][CH2:5][CH:6]([N:9]2[CH2:10][CH2:11][CH:12]([NH:15][c:26]3[c:27]([N+:38](=[O:39])[O-:40])[cH:28][cH:29][c:30]([O:32][CH2:33][C:34]([F:35])([F:36])[F:37])[cH:31]3)[CH2:13][CH2:14]2)[CH2:7][CH2:8]1.